Dataset: the Open Reaction Database (ORD), a public repository of structured organic reaction records. Task: describe an organic reaction: reactants, conditions, products, and yield Starting materials: CC(C)C(=O)Nc1cccc(C2CCN(C(=O)OC(C)(C)C)CC2)c1, C1COCCO1, Cl. Product: CC(C)C(=O)Nc1cccc(C2CCNCC2)c1. As a reaction SMILES: [C:1]([CH:2]([CH3:3])[CH3:4])(=[O:5])[NH:6][c:7]1[cH:8][c:9]([CH:13]2[CH2:14][CH2:15][N:16]([C:19]([O:20][C:21]([CH3:22])([CH3:23])[CH3:24])=[O:25])[CH2:17][CH2:18]2)[cH:10][cH:11][cH:12]1.[CH2:27]1[O:28][CH2:29][CH2:30][O:31][CH2:32]1.[ClH:26]>>[C:1]([CH:2]([CH3:3])[CH3:4])(=[O:5])[NH:6][c:7]1[cH:8][c:9]([CH:13]2[CH2:14][CH2:15][NH:16][CH2:17][CH2:18]2)[cH:10][cH:11][cH:12]1. Reactants: FC(S(=O)(=O)OC1=CC=C2C=CC=NC2=C1)(F)F (7-quinolinyl trifluoromethanesulfonate), CN(C)C=O (DMF). Reagents/catalysts: [C-]#N.[Zn+2].[C-]#N (Zinc(II) cyanide), C=1C=CC(=CC1)/C=C/C(=O)/C=C/C2=CC=CC=C2.C=1C=CC(=CC1)/C=C/C(=O)/C=C/C2=CC=CC=C2.C=1C=CC(=CC1)/C=C/C(=O)/C=C/C2=CC=CC=C2.[Pd].[Pd] (tris(dibenzylideneacetone)dipalladium(0)), C1(=CC=CC=C1)P([C-]1C=CC=C1)C1=CC=CC=C1.[C-]1(C=CC=C1)P(C1=CC=CC=C1)C1=CC=CC=C1.[Fe+2] (1,1′-bis(diphenylphospino)ferrocene). Reaction conditions: temperature 100 celsius. Product: N1=CC=CC2=CC=C(C=C12)C#N (7-Quinolinecarbonitrile). Yield: 97.0%. As a reaction SMILES: FC(F)(F)S(O[C:7]1[CH:16]=[C:15]2[C:10]([CH:11]=[CH:12][CH:13]=[N:14]2)=[CH:9][CH:8]=1)(=O)=O.[CH3:19][N:20](C=O)C>[C-]#N.[Zn+2].[C-]#N.C1C=CC(/C=C/C(/C=C/C2C=CC=CC=2)=O)=CC=1.C1C=CC(/C=C/C(/C=C/C2C=CC=CC=2)=O)=CC=1.C1C=CC(/C=C/C(/C=C/C2C=CC=CC=2)=O)=CC=1.[Pd].[Pd].C1(P(C2C=CC=CC=2)[C-]2C=CC=C2)C=CC=CC=1.[C-]1(P(C2C=CC=CC=2)C2C=CC=CC=2)C=CC=C1.[Fe+2]>[N:14]1[C:15]2[C:10](=[CH:9][CH:8]=[C:7]([C:19]#[N:20])[CH:16]=2)[CH:11]=[CH:12][CH:13]=1 |f:2.3.4,5.6.7.8.9,10.11.12|. Reported procedure: A solution of 7-quinolinyl trifluoromethanesulfonate (1.88 g, 6.8 mmol) in DMF (40 ml) was degassed for 10 minutes with Argon. Zinc(II) cyanide (0.48 g, 4.08 mmol), tris(dibenzylideneacetone)dipalladium(0) (155 mg, 2.5% mmol) and 1,1′-bis(diphenylphospino)ferrocene (188 mg, 5% mmol) was then added and the mixture was heated at 100° C. under argon for 1.5 h. The solvent was evaporated and residue dissolved in DCM and organic phase washed with a saturated solution of sodium bicarbonate. The aqueou... The reactants are COC(=O)c1cc(Cl)c(O)c(Cl)c1O, CN1CCN(CCO)CC1, ClC(Cl)Cl, Cl, c1ccc(P(c2ccccc2)c2ccccc2)cc1. Product: COC(=O)c1cc(Cl)c(OCCN2CCN(C)CC2)c(Cl)c1O. Reaction SMILES: [CH3:11][O:12][C:13]([c:14]1[c:15]([OH:23])[c:16]([Cl:22])[c:17]([OH:21])[c:18]([Cl:20])[cH:19]1)=[O:24].[CH3:1][N:2]1[CH2:3][CH2:4][N:5]([CH2:8][CH2:9][OH:10])[CH2:6][CH2:7]1.[CH:45]([Cl:46])([Cl:47])[Cl:48].[ClH:44].[c:25]1([P:26]([c:27]2[cH:28][cH:29][cH:30][cH:31][cH:32]2)[c:33]2[cH:34][cH:35][cH:36][cH:37][cH:38]2)[cH:39][cH:40][cH:41][cH:42][cH:43]1>>[CH3:1][N:2]1[CH2:3][CH2:4][N:5]([CH2:8][CH2:9][O:10][c:17]2[c:16]([Cl:22])[c:15]([OH:23])[c:14]([C:13]([O:12][CH3:11])=[O:24])[cH:19][c:18]2[Cl:20])[CH2:6][CH2:7]1. The reactants are CO, Cc1cc(N2CCOCC2)nc(NC2CN(C(=O)OCc3ccccc3)CC2F)n1. The product is Cc1cc(N2CCOCC2)nc(NC2CNCC2F)n1. As a reaction SMILES: [CH3:31][OH:32].[F:1][CH:2]1[CH2:3][N:4]([C:21]([O:22][CH2:23][c:24]2[cH:25][cH:26][cH:27][cH:28][cH:29]2)=[O:30])[CH2:5][CH:6]1[NH:7][c:8]1[n:9][c:10]([N:15]2[CH2:16][CH2:17][O:18][CH2:19][CH2:20]2)[cH:11][c:12]([CH3:14])[n:13]1>>[F:1][CH:2]1[CH2:3][NH:4][CH2:5][CH:6]1[NH:7][c:8]1[n:9][c:10]([N:15]2[CH2:16][CH2:17][O:18][CH2:19][CH2:20]2)[cH:11][c:12]([CH3:14])[n:13]1. The reactants are C(C=C)N1CC2=C(C(=C(C=C2C(C1)C1=CC=C(C=C1)OC)OC)OC)Cl (2-allyl-8-chloro-6,7-dimethoxy-4-(p-methoxyphenyl)-1,2,3,4-tetrahydroisoquinoline), B(Br)(Br)Br (boron tribromide). The solvent is C(Cl)Cl (methylene chloride), C(C)(=O)OCC.CO (ethyl acetate methanol), C(Cl)Cl (methylene chloride). Conditions: time 2 hour. Yields the product Br.C(C=C)N1CC2=C(C(=C(C=C2C(C1)C1=CC=C(C=C1)O)O)O)Cl (2-allyl-8-chloro-6,7-dihydroxy-4-(p-hydroxyphenyl)-1,2,3,4-tetrahydroisoquinoline hydrobromide). The yield is 52.0%. As a reaction SMILES: [CH2:1]([N:4]1[CH2:13][CH:12]([C:14]2[CH:19]=[CH:18][C:17]([O:20]C)=[CH:16][CH:15]=2)[C:11]2[C:6](=[C:7]([Cl:26])[C:8]([O:24]C)=[C:9]([O:22]C)[CH:10]=2)[CH2:5]1)[CH:2]=[CH2:3].B(Br)(Br)[Br:28]>C(Cl)Cl.C(OCC)(=O)C.CO>[BrH:28].[CH2:1]([N:4]1[CH2:13][CH:12]([C:14]2[CH:19]=[CH:18][C:17]([OH:20])=[CH:16][CH:15]=2)[C:11]2[C:6](=[C:7]([Cl:26])[C:8]([OH:24])=[C:9]([OH:22])[CH:10]=2)[CH2:5]1)[CH:2]=[CH2:3] |f:3.4,5.6|. Procedure details: The N-allyl trimethoxy base (VII) (2.4 g, 0.0064 m) was dissolved in 50 ml of methylene chloride and mixed with a solution of 6.0 ml (0.64 m) of boron tribromide in 40 ml of methylene chloride at -15°. After stirring for 2 hours at room temperature, the mixture was cooled and quenched with methanol several times, the last time with 4 drops of 48% hydrogen bromide added. Final evaporation gave a foam which was dissolved in ethyl acetate-methanol. The mixture was heated at reflux briefly then cool... Reactants: Clc1ncnc2c1CCN(Cc1ccccc1)C2, CC#N, Nc1ccc(F)cc1. Product: Fc1ccc(Nc2ncnc3c2CCN(Cc2ccccc2)C3)cc1. RXN SMILES: [CH2:1]([c:2]1[cH:3][cH:4][cH:5][cH:6][cH:7]1)[N:8]1[CH2:9][c:10]2[n:11][cH:12][n:13][c:14]([Cl:18])[c:15]2[CH2:16][CH2:17]1.[CH3:27][C:28]#[N:29].[F:19][c:20]1[cH:21][cH:22][c:23]([NH2:26])[cH:24][cH:25]1>>[CH2:1]([c:2]1[cH:3][cH:4][cH:5][cH:6][cH:7]1)[N:8]1[CH2:9][c:10]2[n:11][cH:12][n:13][c:14]([NH:26][c:23]3[cH:22][cH:21][c:20]([F:19])[cH:25][cH:24]3)[c:15]2[CH2:16][CH2:17]1.